This data is from the Open Reaction Database (ORD), a public repository of structured organic reaction records. The task is: describe an organic reaction: reactants, conditions, products, and yield The reactants are CCCCN1C(=O)c2c(c(C)nn2C)Nc2ncccc21, CI, CN(C)C=O, [H-], [Na+]. Product: CCCCN1C(=O)c2c(c(C)nn2C)N(C)c2ncccc21. Reaction SMILES: [CH2:1]([CH2:2][CH2:3][CH3:4])[N:5]1[c:6]2[c:7]([n:18][cH:19][cH:20][cH:21]2)[NH:8][c:9]2[c:10]([n:13]([CH3:17])[n:14][c:15]2[CH3:16])[C:11]1=[O:12].[CH3:24][I:25].[CH3:26][N:27]([CH3:28])[CH:29]=[O:30].[H-:22].[Na+:23]>>[CH2:1]([CH2:2][CH2:3][CH3:4])[N:5]1[c:6]2[c:7]([n:18][cH:19][cH:20][cH:21]2)[N:8]([CH3:24])[c:9]2[c:10]([n:13]([CH3:17])[n:14][c:15]2[CH3:16])[C:11]1=[O:12]. Reactants: COC(=O)[C@]1([C@@H]2[C@H]([C@@H]2C[C@H]1O)C(=O)OC)N=[N+]=[N-] ((1S,2R,3R,5R,6S)-2-azido-3-hydroxy-bicyclo[3.1.0]hexane-2,6-dicarboxylic acid dimethyl ester), C=1C=C[NH+]=CC1.[O-][Cr](=O)(=O)Cl (PCC). The solvent is C(Cl)Cl (DCM). Conditions: temperature 23 celsius, time 2 day. Product: COC(=O)[C@]1([C@@H]2[C@H]([C@@H]2CC1=O)C(=O)OC)N=[N+]=[N-] ((1S,2R,5R,6S)-2-Azido-3-oxo-bicyclo[3.1.0]hexane-2,6-dicarboxylic dimethyl ester), solid. Isolated yield 64.0%. As a reaction SMILES: [CH3:1][O:2][C:3]([C@:5]1([N:16]=[N+:17]=[N-:18])[C@H:10]([OH:11])[CH2:9][C@@H:8]2[C@H:6]1[C@H:7]2[C:12]([O:14][CH3:15])=[O:13])=[O:4].C1C=C[NH+]=CC=1.[O-][Cr](Cl)(=O)=O>C(Cl)Cl>[CH3:1][O:2][C:3]([C@:5]1([N:16]=[N+:17]=[N-:18])[C:10](=[O:11])[CH2:9][C@@H:8]2[C@H:6]1[C@H:7]2[C:12]([O:14][CH3:15])=[O:13])=[O:4] |f:1.2|. Procedure details: To a solution of (1S,2R,3R,5R,6S)-2-azido-3-hydroxy-bicyclo[3.1.0]hexane-2,6-dicarboxylic acid dimethyl ester (XII) (239 mg, 0.94 mmol) in DCM (6 mL) was added PCC (1.13 g, 2.62 mmol, 50% on silica gel) at 0° C. and the mixture was stirred at 23° C. for 2 d. The PCC was removed by filtration through a silica gel column and the pure (1S,2R,5R,6S)-2-azido-3-oxo-bicyclo[3.1.0]hexane-2,6-dicarboxylic dimethyl ester (XIII) was obtained by silica gel column chromatography with hexane/EtOAc 2:1 as a wh... Reactants: CC1(CCNC2=CC(=CC=C12)NC(C1=C(N=CC=C1)F)=O)C (N-(4,4-Dimethyl-1,2,3,4-tetrahydro-quinolin-7-yl)-2-fluoro-nicotinamide), N1N=CC=2C1=NC=CC2CN (C-(1H-pyrazolo[3,4-b]pyridin-4-yl)-methylamine), CCN(C(C)C)C(C)C (DIEA), N1N=CC=2C1=NC=CC2CN (C-(1H-pyrazolo[3,4-b]pyridin-4-yl)-methylamine), CCN(C(C)C)C(C)C (DIEA). The solvent is CN1CCCC1=O (NMP). Reaction conditions: temperature 120 celsius. Yields the product CC1(CCNC2=CC(=CC=C12)NC(=O)C=1C(=NC=CC1)NCC1=C2C(=NC=C1)NN=C2)C (N-(4,4-dimethyl-1,2,3,4-tetrahydro-7-quinolinyl)-2-((1H-pyrazolo[3,4-b]pyridin-4-ylmethyl)amino)-3-pyridinecarboxamide). RXN SMILES: [CH3:1][C:2]1([CH3:22])[C:11]2[C:6](=[CH:7][C:8]([NH:12][C:13](=[O:21])[C:14]3[CH:19]=[CH:18][CH:17]=[N:16][C:15]=3F)=[CH:9][CH:10]=2)[NH:5][CH2:4][CH2:3]1.[NH:23]1[C:27]2=[N:28][CH:29]=[CH:30][C:31]([CH2:32][NH2:33])=[C:26]2[CH:25]=[N:24]1.CCN(C(C)C)C(C)C>CN1C(=O)CCC1>[CH3:1][C:2]1([CH3:22])[C:11]2[C:6](=[CH:7][C:8]([NH:12][C:13]([C:14]3[C:15]([NH:33][CH2:32][C:31]4[CH:30]=[CH:29][N:28]=[C:27]5[NH:23][N:24]=[CH:25][C:26]=45)=[N:16][CH:17]=[CH:18][CH:19]=3)=[O:21])=[CH:9][CH:10]=2)[NH:5][CH2:4][CH2:3]1. Reported procedure: N-(4,4-Dimethyl-1,2,3,4-tetrahydro-quinolin-7-yl)-2-fluoro-nicotinamide (60 mg, 0.201 mmol) was dissolved in NMP (0.5 mL), then C-(1H-pyrazolo[3,4-b]pyridin-4-yl)-methylamine (36 mg, 0.243 mmol) and DIEA (70 μL, 0.401 mmol) were added. The mixture was heated at 120° C. overnight. Additional C-(1H-pyrazolo[3,4-b]pyridin-4-yl)-methylamine (14 mg, 0.094 mmol) and DIEA (35 μL, 0.200 mmol) were added and the mixture was heated at 120° C. overnight. The mixture was partitioned between water and EtOAc.... Starting materials: CC1=CC=C(C(C(=O)O)=C1)O (5-methylsalicylic acid), C[Si](C)(C)Cl (trimethylsilyl chloride), C[Si](C)(C)Cl (trimethylsilyl chloride). The solvent is CO (methanol). Conditions: time 8 hour. Product: OC1=C(C(=O)OC)C=C(C=C1)C (2-Hydroxy-5-methylbenzoic acid, methyl ester). Reaction SMILES: [CH3:1][C:2]1[CH:10]=[C:6]([C:7]([OH:9])=[O:8])[C:5]([OH:11])=[CH:4][CH:3]=1.[CH3:12][Si](Cl)(C)C>CO>[OH:11][C:5]1[CH:4]=[CH:3][C:2]([CH3:1])=[CH:10][C:6]=1[C:7]([O:9][CH3:12])=[O:8]. Reported procedure: To a solution of 5-methylsalicylic acid (7.24 g) in methanol (250 ml) was added trimethylsilyl chloride (60 ml). The mixture was heated at reflux for 2 hours and stirred at room temperature overnight. A further 60 ml trimethylsilyl chloride was added and the mixture heated at reflux for 6 hours. The mixture was evaporated and the residue partitioned between ethyl acetate and saturated aqueous sodium bicarbonate. The organic phase was dried (MgSO4) and evaporated to give the crude product. Yield ... Reactants: ClC1=CC=2C3=C(C=NC2C=C1)N=CN3C3=C(C=CC=C3)Cl (8-chloro-1-(2-chloro-phenyl)-1H-imidazo[4,5-c]quinoline), BrN1C(CCC1=O)=O (N-bromosuccinimide), FeBr3, ice water. Solvent: C(Cl)(Cl)Cl (CHCl3). Yields the product BrC=1N(C2=C(C=NC=3C=CC(=CC23)Cl)N1)C1=C(C=CC=C1)Cl (2-Bromo-8-chloro-1-(2-chloro-phenyl)-1H-imidazo[4,5-c]quinoline). Reaction SMILES: [Cl:1][C:2]1[CH:11]=[CH:10][C:9]2[N:8]=[CH:7][C:6]3[N:12]=[CH:13][N:14]([C:15]4[CH:20]=[CH:19][CH:18]=[CH:17][C:16]=4[Cl:21])[C:5]=3[C:4]=2[CH:3]=1.[Br:22]N1C(=O)CCC1=O>C(Cl)(Cl)Cl>[Br:22][C:13]1[N:14]([C:15]2[CH:20]=[CH:19][CH:18]=[CH:17][C:16]=2[Cl:21])[C:5]2[C:4]3[CH:3]=[C:2]([Cl:1])[CH:11]=[CH:10][C:9]=3[N:8]=[CH:7][C:6]=2[N:12]=1. Procedure details: 2 g (6.36 mmol) of 8-chloro-1-(2-chloro-phenyl)-1H-imidazo[4,5-c]quinoline (Example 25), 6.6 g (37 mmol) N-bromosuccinimide, and 1.32 g (4.45 mmol) FeBr3 (98%; Aldrich) are heated and kept under reflux during 2½ h in 50 ml CHCl3. The cold solution is poured on ca. 300 ml ice-water, where a precipitate is formed. Extraction of the water phase with CH2Cl2 and chromatography of the raw material on silicagel (hexane-ethyl acetate 1:1) gives the desired title compound. mp: 183-192° C.; MS: 392 (M++1)... Starting materials: C(C1=CC=CC=C1)OC=1C=C2CCN(C2=CC1)C=1C=C(C#N)C=CC1 (3-(5-benzyloxy-1-indolinyl)benzonitrile), CO (methanol), C(C)(=O)[O-].[Na+] (sodium acetate), [H][H] (hydrogen). The reagents and catalysts are [Ni] (Raney Nickel). Run in C(C)(=O)OC(C)=O (acetic anhydride), CCOCC (ether). The product is C(C)(=O)NCC1=CC(=CC=C1)N1CCC2=CC(=CC=C12)OCC1=CC=CC=C1 (N-Acetyl-3-(5-benzyloxy-1-indolinyl)benzenemethanamine). Isolated yield 74.8%. As a reaction SMILES: [CH2:1]([O:8][C:9]1[CH:10]=[C:11]2[C:15](=[CH:16][CH:17]=1)[N:14]([C:18]1[CH:19]=[C:20]([CH:23]=[CH:24][CH:25]=1)[C:21]#[N:22])[CH2:13][CH2:12]2)[C:2]1[CH:7]=[CH:6][CH:5]=[CH:4][CH:3]=1.[C:26]([O-])(=[O:28])[CH3:27].[Na+].[H][H].CO>C(OC(=O)C)(=O)C.[Ni].CCOCC>[C:26]([NH:22][CH2:21][C:20]1[CH:23]=[CH:24][CH:25]=[C:18]([N:14]2[C:15]3[C:11](=[CH:10][C:9]([O:8][CH2:1][C:2]4[CH:3]=[CH:4][CH:5]=[CH:6][CH:7]=4)=[CH:17][CH:16]=3)[CH2:12][CH2:13]2)[CH:19]=1)(=[O:28])[CH3:27] |f:1.2|. Procedure: A solution of 1.52 g (4.7 mmole) of 3-(5-benzyloxy-1-indolinyl)benzonitrile of Example 18b in 60 ml acetic anhydride over 0.2 g Raney Nickel (#28 finely divided) and 0.76 g (9.3 mmole, 2 equivalents) sodium acetate was shaken at 50° C. under 50 psi of hydrogen until gas uptake had ceased and TLC analysis showed the reduction to be complete. The catalyst was filtered on a pad of celite and the filtrate was partitioned between chloroform (40 ml) and water (400 ml) and the combined organic portions...